This data is from the Open Reaction Database (ORD), a public repository of structured organic reaction records. The task is: describe an organic reaction: reactants, conditions, products, and yield Product: C(C1=CC=CC=C1)OC=1C=C2C(=NNC2=CC1)I (5-benzyloxy-3-iodo-1H-indazole). Reported procedure: 68.84 g of iodine and then 23 g of potassium hydroxide are added to a solution of 28.24 g of 1-(5-benzyloxyindazol-1-yl)ethanone in 620 ml of dimethylformamide. The reaction medium is stirred at ambient temperature for approximately 3 hours. 23 g of potassium hydroxide are added and the medium is stirred at ambient temperature for 48 hours. The medium is treated with 600 ml of a sodium thiosulfate solution (100 g of sodium thiosulfate in 250 ml of distilled water), 600 ml of distilled water and ... Starting materials: [OH-].[K+] (potassium hydroxide), II (iodine), [OH-].[K+] (potassium hydroxide), C(C1=CC=CC=C1)OC=1C=C2C=NN(C2=CC1)C(C)=O (1-(5-benzyloxyindazol-1-yl)ethanone), S(=S)(=O)([O-])[O-].[Na+].[Na+] (sodium thiosulfate). Conditions: time 3 hour. RXN SMILES: [I:1]I.[OH-].[K+].[CH2:5]([O:12][C:13]1[CH:14]=[C:15]2[C:19](=[CH:20][CH:21]=1)[N:18](C(=O)C)[N:17]=[CH:16]2)[C:6]1[CH:11]=[CH:10][CH:9]=[CH:8][CH:7]=1.S([O-])([O-])(=O)=S.[Na+].[Na+]>CN(C)C=O.ClCCl.C(OCC)(=O)C.O>[CH2:5]([O:12][C:13]1[CH:14]=[C:15]2[C:19](=[CH:20][CH:21]=1)[NH:18][N:17]=[C:16]2[I:1])[C:6]1[CH:11]=[CH:10][CH:9]=[CH:8][CH:7]=1 |f:1.2,4.5.6|. The solvent is CN(C=O)C (dimethylformamide), C(C)(=O)OCC (ethyl acetate), O (water), ClCCl (dichloromethane). Reactants: C1OC=2C=C(CCl)C=CC2O1 (3,4-methylenedioxybenzyl chloride), CC(=O)C (acetone), [I-].[Na+] (sodium iodide). Solvent: CCOCC (ether). Reaction conditions: time 2.5 hour. Yields the product C1OC=2C=C(CI)C=CC2O1 (3,4-Methylenedioxybenzyl iodide). As a reaction SMILES: [CH2:1]1[O:11][C:10]2[CH:9]=[CH:8][C:5]([CH2:6]Cl)=[CH:4][C:3]=2[O:2]1.CC(C)=O.[I-:16].[Na+]>CCOCC>[CH2:1]1[O:11][C:10]2[CH:9]=[CH:8][C:5]([CH2:6][I:16])=[CH:4][C:3]=2[O:2]1 |f:2.3|. Procedure: 11.65 g 3,4-methylenedioxybenzyl chloride in 128 ml of abs. acetone are treated with 49.7 g of sodium iodide, and this mixture is stirred at RT for 2.5 h under argon and while excluding light. The reaction mixture is diluted with 1.5 l of ether, and this mixture is washed with 10% sodium thiosulfate solution (600 ml) and saline. The title compound is obtained after drying over sodium sulfate and removing the solvent. It is recrystallized from ether/hexane. m.p.: 51° C. TLC Rf (hexane:ethyl aceta... The reactants are ClC1=CC=C(C=C1)C(=CC=O)C=1C=NC=CC1 (3-(4-chlorophenyl)-3-(3-pyridyl)-2-propenal), C(#N)[BH3-].[Na+] (sodium cyanoborohydride), Cl.CNC (dimethylamine hydrochloride), [OH-].[Na+] (sodium hydroxide). Solvent: CO (methanol), CO (methanol). Reaction conditions: time 3 day. Yields the product ClC1=CC=C(C=C1)C(=CCN(C)C)C=1C=NC=CC1 (3-(4-Chlorophenyl)-N,N-dimethyl-3-(3-pyridyl)allylamine). The yield is 66.0%. RXN SMILES: [Cl:1][C:2]1[CH:7]=[CH:6][C:5]([C:8]([C:12]2[CH:13]=[N:14][CH:15]=[CH:16][CH:17]=2)=[CH:9][CH:10]=O)=[CH:4][CH:3]=1.Cl.[CH3:19][NH:20][CH3:21].[OH-].[Na+].C([BH3-])#N.[Na+]>CO>[Cl:1][C:2]1[CH:7]=[CH:6][C:5]([C:8]([C:12]2[CH:13]=[N:14][CH:15]=[CH:16][CH:17]=2)=[CH:9][CH2:10][N:20]([CH3:21])[CH3:19])=[CH:4][CH:3]=1 |f:1.2,3.4,5.6|. Procedure details: To 0.25 g (1 mmol) crude 3-(4-chlorophenyl)-3-(3-pyridyl)-2-propenal, in a flask, was added in the following order: 0.73 g (9 mmol) dimethylamine hydrochloride, 10 ml methanol, 0.24 g (6 mmol) sodium hydroxide, 0.094 g (1.5 mmol) sodium cyanoborohydride and 5 g molecular sieves (3 Å). The mixture was stirred at room temperature under nitrogen for 3 days and then 100 ml methanol were added. After filtration the methanol was evaporated and the residue dissolved in a hydrochloric solution at pH 4.9... The reactants are D4, ClC=1C=C(C=CC1F)O (3-chloro-4-fluorophenol), FC=1C=C(C=O)C=CC1F (3,4-difluorobenzaldehyde). Yields the product ClC=1C=C(OC2=C(C=C(C=O)C=C2)F)C=CC1F (4-(3-chloro-4-fluorophenoxy)-3-fluorobenzaldehyde). As a reaction SMILES: [Cl:1][C:2]1[CH:3]=[C:4]([OH:9])[CH:5]=[CH:6][C:7]=1[F:8].[F:10][C:11]1[CH:12]=[C:13]([CH:16]=[CH:17][C:18]=1F)[CH:14]=[O:15]>>[Cl:1][C:2]1[CH:3]=[C:4]([CH:5]=[CH:6][C:7]=1[F:8])[O:9][C:18]1[CH:17]=[CH:16][C:13]([CH:14]=[O:15])=[CH:12][C:11]=1[F:10]. Procedure: The title compound was prepared by a procedure similar to that described for D4 starting from 3-chloro-4-fluorophenol and 3,4-difluorobenzaldehyde.